From a dataset of the Open Reaction Database (ORD), a public repository of structured organic reaction records. describe an organic reaction: reactants, conditions, products, and yield Reactants: CN1CCN(CC1)C1CCNCC1 (1-Methyl-4-(piperidin-4-yl)piperazine), C(C1=CC=CC=C1)OC(=O)C1(CC1)C(NC1=C(C=C(C=C1)OC1=CC(=NC=C1)NC(=O)OC1=CC=CC=C1)F)=O (1-[2-fluoro-4-(2-phenoxycarbonylaminopyridin-4-yloxy)phenylcarbamoyl]cyclopropanecarboxylic acid benzyl ester). Run in CN1C(CCC1)=O (N-methyl-2-pyrrolidone). Run at temperature 40 celsius. Product: C(C1=CC=CC=C1)OC(=O)C1(CC1)C(NC1=C(C=C(C=C1)OC1CC(NCC1)NC(=O)N1CCC(CC1)N1CCN(CC1)C)F)=O (1-[2-Fluoro-4-(2-{[4-(4-methylpiperazin-1-yl)piperidine-1-carbonyl]amino}piperidin-4-yloxy)phenylcarbamoyl]cyclopropanecarboxylic acid benzyl ester). The yield is 60.7%. As a reaction SMILES: [CH3:1][N:2]1[CH2:7][CH2:6][N:5]([CH:8]2[CH2:13][CH2:12][NH:11][CH2:10][CH2:9]2)[CH2:4][CH2:3]1.[CH2:14]([O:21][C:22]([C:24]1([C:27](=[O:53])[NH:28][C:29]2[CH:34]=[CH:33][C:32]([O:35][C:36]3[CH:41]=[CH:40][N:39]=[C:38]([NH:42][C:43](OC4C=CC=CC=4)=[O:44])[CH:37]=3)=[CH:31][C:30]=2[F:52])[CH2:26][CH2:25]1)=[O:23])[C:15]1[CH:20]=[CH:19][CH:18]=[CH:17][CH:16]=1>CN1CCCC1=O>[CH2:14]([O:21][C:22]([C:24]1([C:27](=[O:53])[NH:28][C:29]2[CH:34]=[CH:33][C:32]([O:35][CH:36]3[CH2:41][CH2:40][NH:39][CH:38]([NH:42][C:43]([N:11]4[CH2:12][CH2:13][CH:8]([N:5]5[CH2:6][CH2:7][N:2]([CH3:1])[CH2:3][CH2:4]5)[CH2:9][CH2:10]4)=[O:44])[CH2:37]3)=[CH:31][C:30]=2[F:52])[CH2:25][CH2:26]1)=[O:23])[C:15]1[CH:16]=[CH:17][CH:18]=[CH:19][CH:20]=1. Procedure: 1-Methyl-4-(piperidin-4-yl)piperazine (1.46 g) was added to a mixture of 1-[2-fluoro-4-(2-phenoxycarbonylaminopyridin-4-yloxy)phenylcarbamoyl]cyclopropanecarboxylic acid benzyl ester (3.60 g) and N-methyl-2-pyrrolidone (25 ml), followed by stirring with heating at 40° C. for 1 hour and 51 minutes. The reaction mixture was partitioned after the addition of ethyl acetate (180 mL) and water (90 mL). The resultant organic layer was washed with water (36 ml, twice) and a 10% aqueous solution of sodiu... Reactants: C1(CC1)C1=CC2=C(N(N=C2C=C1N(S(=O)(=O)C)CCCO)C1=CC=C(C=C1)NC1=CC=C(C=C1)F)C(=O)NC (5-Cyclopropyl-2-{4-[(4-fluorophenyl)amino]phenyl}-6-[(3-hydroxypropyl)(methylsulfonyl)amino]-N-methyl-2H-indazole-3-carboxamide), C1(=CC=CC=C1)P(C1=CC=CC=C1)C1=CC=CC=C1 (triphenylphosphine), C1(C=2C(C(N1)=O)=CC=CC2)=O (phthalimide), N(=NC(=O)OC(C)C)C(=O)OC(C)C (diisopropyl azodicarboxylate), C1(=CC=CC=C1)P(C1=CC=CC=C1)C1=CC=CC=C1 (triphenylphosphine), C1(C=2C(C(N1)=O)=CC=CC2)=O (phthalimide), CC(C)OC(=O)/N=N/C(=O)OC(C)C (DIAD). The solvent is C1CCOC1 (THF). Reaction conditions: time 3.5 hour. The product is C1(CC1)C1=CC2=C(N(N=C2C=C1N(S(=O)(=O)C)CCCN1C(C2=CC=CC=C2C1=O)=O)C1=CC=C(C=C1)NC1=CC=C(C=C1)F)C(=O)NC (5-cyclopropyl-6-[3-(1,3-dioxoisoindolin-2-yl)propyl-methylsulfonyl-amino]-2-[4-(4-fluoroanilino)phenyl]-N-methyl-indazole-3-carboxamide). Isolated yield 326.4%. Reaction SMILES: [CH:1]1([C:4]2[C:12]([N:13]([CH2:18][CH2:19][CH2:20]O)[S:14]([CH3:17])(=[O:16])=[O:15])=[CH:11][C:10]3[C:6](=[C:7]([C:36]([NH:38][CH3:39])=[O:37])[N:8]([C:22]4[CH:27]=[CH:26][C:25]([NH:28][C:29]5[CH:34]=[CH:33][C:32]([F:35])=[CH:31][CH:30]=5)=[CH:24][CH:23]=4)[N:9]=3)[CH:5]=2)[CH2:3][CH2:2]1.C1(P(C2C=CC=CC=2)C2C=CC=CC=2)C=CC=CC=1.[C:59]1(=[O:69])[NH:63][C:62](=[O:64])[C:61]2=[CH:65][CH:66]=[CH:67][CH:68]=[C:60]12.N(C(OC(C)C)=O)=NC(OC(C)C)=O.CC(OC(/N=N/C(OC(C)C)=O)=O)C>C1COCC1>[CH:1]1([C:4]2[C:12]([N:13]([CH2:18][CH2:19][CH2:20][N:63]3[C:59](=[O:69])[C:60]4[C:61](=[CH:65][CH:66]=[CH:67][CH:68]=4)[C:62]3=[O:64])[S:14]([CH3:17])(=[O:16])=[O:15])=[CH:11][C:10]3[C:6](=[C:7]([C:36]([NH:38][CH3:39])=[O:37])[N:8]([C:22]4[CH:27]=[CH:26][C:25]([NH:28][C:29]5[CH:30]=[CH:31][C:32]([F:35])=[CH:33][CH:34]=5)=[CH:24][CH:23]=4)[N:9]=3)[CH:5]=2)[CH2:3][CH2:2]1. Procedure details: To a solution of compound (ii) (5 mg, 0.009 mmol), triphenylphosphine (3.6 mg, 0.014 mmol) and phthalimide (2.0 mg, 0.014 mmol) in THF (0.5 mL) was added diisopropyl azodicarboxylate (2.7 μL, 0.014 mmol) at 0° C. After the mixture had been stirred at RT for 3.5 h, more triphenylphosphine (3.6 mg, 0.014 mmol), phthalimide (2.0 mg, 0.014 mmol) and DIAD (2.7 μL, 0.014 mmol) were added and stirring was continued at RT for a further 40 min. The solvent was removed in vacuo and the residue was purifie... Product: Cc1ncccc1-c1cc[nH]c(=O)n1. As a reaction SMILES: [CH3:1][S:2](=[O:3])(=[O:4])[c:5]1[n:6][cH:7][cH:8][c:9](-[c:11]2[c:12]([CH3:17])[n:13][cH:14][cH:15][cH:16]2)[n:10]1.[O:18]1[CH2:19][CH2:20][O:21][CH2:22][CH2:23]1>>[c:5]1(=[O:18])[nH:6][cH:7][cH:8][c:9](-[c:11]2[c:12]([CH3:17])[n:13][cH:14][cH:15][cH:16]2)[n:10]1. Reactants: Cc1ncccc1-c1ccnc(S(C)(=O)=O)n1, C1COCCO1.